This data is from the Open Reaction Database (ORD), a public repository of structured organic reaction records. The task is: describe an organic reaction: reactants, conditions, products, and yield Reactants: [Li] (lithium), C(CCC)[Li] (butyl lithium), C(C)=O (acetaldehyde), C1(CCCCC1)C(=O)OCC (ethyl cyclohexyl-carboxylate). Solvent: CCCCCC (hexane), C(C)(C)NC(C)C (diisopropylamine). The product is OC(C)C1(CCCCC1)C(=O)OCC (ethyl 1-1-hydroxyethyl-1-cyclohexyl-carboxylate). As a reaction SMILES: [Li].C([Li])CCC.[CH:7]1([C:13]([O:15][CH2:16][CH3:17])=[O:14])[CH2:12][CH2:11][CH2:10][CH2:9][CH2:8]1.[CH:18](=[O:20])[CH3:19]>CCCCCC.C(NC(C)C)(C)C>[OH:20][CH:18]([C:7]1([C:13]([O:15][CH2:16][CH3:17])=[O:14])[CH2:12][CH2:11][CH2:10][CH2:9][CH2:8]1)[CH3:19] |^1:0|. Reported procedure: A solution of lithium isopropylamidide was prepared from 300 cm3 butyl lithium 1.5 M in hexane and 52 g of diisopropylamine. At -40° C. 62.4 g (0.4 mole) of ethyl cyclohexyl-carboxylate were added, then at -80° C. 17.6 g of acetaldehyde were also added. The solvent was evaporated off and the mixture was poured into acid ice water. After extraction with benzene the ether was distilled off and a colourless liquid was obtained.